Dataset: the Open Reaction Database (ORD), a public repository of structured organic reaction records. Task: describe an organic reaction: reactants, conditions, products, and yield Reactants: C(C1=CC=CC=C1)(=O)C=1C=NN2C1N=CC=C2C=2C=C(C=CC2)NC=O (N-[3-(3-benzoylpyrazolo[1,5-a]pyrimidin-7-yl]phenyl]formamide), [H-].[Na+] (sodium hydride), C(C)I (ethyl iodide). Solvent: CN(C=O)C (dimethylformamide). Conditions: time 8 hour. The product is C(C1=CC=CC=C1)(=O)C=1C=NN2C1N=CC=C2C=2C=C(C=CC2)N(C=O)CC (N-[3-(3-Benzoylpyrazolo[1,5-a]pyrimidin-7-yl)phenyl]-N-ethylformamide). RXN SMILES: [C:1]([C:9]1[CH:10]=[N:11][N:12]2[C:17]([C:18]3[CH:19]=[C:20]([NH:24][CH:25]=[O:26])[CH:21]=[CH:22][CH:23]=3)=[CH:16][CH:15]=[N:14][C:13]=12)(=[O:8])[C:2]1[CH:7]=[CH:6][CH:5]=[CH:4][CH:3]=1.[H-].[Na+].[CH2:29](I)[CH3:30]>CN(C)C=O>[C:1]([C:9]1[CH:10]=[N:11][N:12]2[C:17]([C:18]3[CH:19]=[C:20]([N:24]([CH2:29][CH3:30])[CH:25]=[O:26])[CH:21]=[CH:22][CH:23]=3)=[CH:16][CH:15]=[N:14][C:13]=12)(=[O:8])[C:2]1[CH:7]=[CH:6][CH:5]=[CH:4][CH:3]=1 |f:1.2|. Procedure details: As described for Example 59, 0.01 mole of N-[3-(3-benzoylpyrazolo[1,5-a]pyrimidin-7-yl]phenyl]formamide in 30 ml of dimethylformamide is reacted with 0.384 g of 60% sodium hydride in oil. To the mixture is added 0.85 ml of ethyl iodide and the mixture stirred overnight. Work up as for Example 59 gives the desired product. Reactants: CN1C(CCC1)=O (N-methyl-2-pyrrolidone), [Cl-].[NH4+] (ammonium chloride), CC#C.C=C=C (MAPP), C(CCCCCCCCC(=O)O)(=O)O (sebacic acid), O (water). Reagents/catalysts: C/C(=C/C(=O)C)/[O-].C/C(=C/C(=O)C)/[O-].[Zn+2] (zinc acetylacetonate). Run at time 14 hour. Product: C(CCCCCCCCC(=O)O)(=O)OC(=C)C (isopropenyl hydrogen sebacate). RXN SMILES: CN1C[CH2:5][CH2:4][C:3]1=O.[C:8]([OH:21])(=[O:20])[CH2:9][CH2:10][CH2:11][CH2:12][CH2:13][CH2:14][CH2:15][CH2:16][C:17]([OH:19])=[O:18].O.[Cl-].[NH4+].CC#C.C=C=C>C/C(/[O-])=C/C(C)=O.C/C(/[O-])=C/C(C)=O.[Zn+2]>[C:8]([O:21][C:4]([CH3:5])=[CH2:3])(=[O:20])[CH2:9][CH2:10][CH2:11][CH2:12][CH2:13][CH2:14][CH2:15][CH2:16][C:17]([OH:19])=[O:18] |f:3.4,5.6,7.8.9|. Reported procedure: A 1-liter pressure vessel equipped with a magnetic stirrer, a thermocouple, a thermocontroller, a methyl acetylene reservoir tank, a pressure burette, a gas line, and a control valve, was flushed free of air with nitrogen and charged with 100 ml (1.04 moles) of N-methyl-2-pyrrolidone; 10.0 gm (0.0038 moles) of zinc acetylacetonate; 25.0 gm. (0.12 moles) sebacic acid; 11.0 gms (0.61 moles) water; 5.0 gm (0.093 moles) ammonium chloride; and 135 ml of MAPP gas (65 mole percent methyl acetylene and ... Reaction SMILES: [CH2:30]([Cl:31])[Cl:32].[CH3:1][NH2:2].[CH3:33][CH2:34][O:35][C:36](=[O:37])[CH3:38].[CH3:3][c:4]1[cH:5][c:6]([CH3:29])[c:7]2[c:13]([n:14]1)[N:12]([CH2:15][CH3:16])[c:11]1[c:10]([cH:20][cH:19][cH:18][n:17]1)[C:9]([O:21][S:22]([C:23]([F:24])([F:25])[F:26])(=[O:27])=[O:28])=[N:8]2>>[CH3:1][NH:2][C:9]1=[N:8][c:7]2[c:6]([CH3:29])[cH:5][c:4]([CH3:3])[n:14][c:13]2[N:12]([CH2:15][CH3:16])[c:11]2[c:10]1[cH:20][cH:19][cH:18][n:17]2. The product is CCN1c2ncccc2C(NC)=Nc2c(C)cc(C)nc21. Reactants: ClCCl, CN, CCOC(C)=O, CCN1c2ncccc2C(OS(=O)(=O)C(F)(F)F)=Nc2c(C)cc(C)nc21. Starting materials: BrC=1C=C(C(=NC1)F)C1=C(C=NC=C1)N (5-bromo-2-fluoro-[3,4]bipyridinyl-3′-ylamine), N1(CCCCC1)CC1=CC=C(C=C1)B(O)O (4-piperidin-1-ylmethyl-phenyl boronic acid). The reagents and catalysts are Cl[Pd]([P](C1=CC=CC=C1)(C2=CC=CC=C2)C3=CC=CC=C3)([P](C4=CC=CC=C4)(C5=CC=CC=C5)C6=CC=CC=C6)Cl (bis(triphenylphosphine)palladium(II) chloride). Solvent: O (water), CO (methanol), C(Cl)Cl (DCM), C(C)#N (acetonitrile), [F-].[K+] (potassium fluoride). Reaction conditions: temperature 100 celsius. The product is N1(CCCCC1)CC1=CC=C(C=C1)C=1C=C(C(=NC1)F)C1=C(C=NC=C1)N (5-(4-Piperidin-1-ylmethyl-phenyl)-2-fluoro-[3,4]bipyridinyl-3′-ylamine). Isolated yield 64.7%. RXN SMILES: Br[C:2]1[CH:3]=[C:4]([C:9]2[CH:14]=[CH:13][N:12]=[CH:11][C:10]=2[NH2:15])[C:5]([F:8])=[N:6][CH:7]=1.[N:16]1([CH2:22][C:23]2[CH:28]=[CH:27][C:26](B(O)O)=[CH:25][CH:24]=2)[CH2:21][CH2:20][CH2:19][CH2:18][CH2:17]1>C(#N)C.[F-].[K+].O.CO.C(Cl)Cl.Cl[Pd](Cl)([P](C1C=CC=CC=1)(C1C=CC=CC=1)C1C=CC=CC=1)[P](C1C=CC=CC=1)(C1C=CC=CC=1)C1C=CC=CC=1>[N:16]1([CH2:22][C:23]2[CH:28]=[CH:27][C:26]([C:2]3[CH:3]=[C:4]([C:9]4[CH:14]=[CH:13][N:12]=[CH:11][C:10]=4[NH2:15])[C:5]([F:8])=[N:6][CH:7]=3)=[CH:25][CH:24]=2)[CH2:21][CH2:20][CH2:19][CH2:18][CH2:17]1 |f:3.4,^1:45,64|. Procedure details: A degassed mixture of 5-bromo-2-fluoro-[3,4]bipyridinyl-3′-ylamine (861 mg, 3.21 mmol), 4-piperidin-1-ylmethyl-phenyl boronic acid (816 mg, 3.72 mmol) and bis(triphenylphosphine)palladium(II) chloride (169 mg, 0.241 mmol) in acetonitrile (14 mL) and 1N aqueous potassium fluoride solution (8.0 mL) was heated under microwave irradiation at 100° C. for 25 minutes. The cooled reaction mixture was diluted with water and 20% methanol in DCM, the layers separated, and the aqueous phase extracted into 2... Starting materials: [OH-].[K+] (potassium hydroxide), C(C)(C)(C)O[C@H](C(=O)OC(C)C)C=1C(=NC(=C(C1N1CCC(CC1)(C)OC)C1=CC=C(C=C1)OCCC1=CC=C(C=C1)F)C)C ((S)-isopropyl 2-(tert-butoxy)-2-(5-(4-(4-fluorophenethoxy)phenyl)-4-(4-methoxy-4-methylpiperidin-1-yl)-2,6-dimethylpyridin-3-yl)acetate), Cl (HCl). The solvent is C(C)O (ethanol). Conditions: temperature 90 celsius, time 6 hour. The product is C(C)(C)(C)O[C@H](C(=O)O)C=1C(=NC(=C(C1N1CCC(CC1)(C)OC)C1=CC=C(C=C1)OCCC1=CC=C(C=C1)F)C)C ((S)-2-(tert-butoxy)-2-(5-(4-(4-fluorophenethoxy)phenyl)-4-(4-methoxy-4-methylpiperidin-1-yl)-2,6-dimethylpyridin-3-yl)acetic acid). The yield is 21.5%. Reaction SMILES: [OH-].[K+].[C:3]([O:7][C@@H:8]([C:15]1[C:16]([CH3:47])=[N:17][C:18]([CH3:46])=[C:19]([C:30]2[CH:35]=[CH:34][C:33]([O:36][CH2:37][CH2:38][C:39]3[CH:44]=[CH:43][C:42]([F:45])=[CH:41][CH:40]=3)=[CH:32][CH:31]=2)[C:20]=1[N:21]1[CH2:26][CH2:25][C:24]([O:28][CH3:29])([CH3:27])[CH2:23][CH2:22]1)[C:9]([O:11]C(C)C)=[O:10])([CH3:6])([CH3:5])[CH3:4].Cl>C(O)C>[C:3]([O:7][C@@H:8]([C:15]1[C:16]([CH3:47])=[N:17][C:18]([CH3:46])=[C:19]([C:30]2[CH:31]=[CH:32][C:33]([O:36][CH2:37][CH2:38][C:39]3[CH:44]=[CH:43][C:42]([F:45])=[CH:41][CH:40]=3)=[CH:34][CH:35]=2)[C:20]=1[N:21]1[CH2:22][CH2:23][C:24]([O:28][CH3:29])([CH3:27])[CH2:25][CH2:26]1)[C:9]([OH:11])=[O:10])([CH3:6])([CH3:5])[CH3:4] |f:0.1|. Procedure: The potassium hydroxide (230 mg, 4.1 mmol) was added to a gave (S)-isopropyl 2-(tert-butoxy)-2-(5-(4-(4-fluorophenethoxy)phenyl)-4-(4-methoxy-4-methylpiperidin-1-yl)-2,6-dimethylpyridin-3-yl)acetate (255 mg, 0.41 mmol) in ethanol (4 mL) and stirred for 6 h at 90° C. The reaction mixture was neutralized with 1N HCl solution, extracted with EtOAc, and the organic layer was washed with brine, and dried (MgSO4). The crude material was purified by prep to give (S)-2-(tert-butoxy)-2-(5-(4-(4-fluorophe... The reactants are C(#C)[Mg]Br (ethynyl magnesium bromide), CC(C=O)=CCC=C (2-methyl-2,5-hexadienal). Run in O1CCCC1 (tetrahydrofuran). Conditions: time 3 hour. Product: C(#C)C(C(=CCC=C)C)O (1-ethynyl-2-methyl-2,5-hexadienyl alcohol). Isolated yield 401.1%. RXN SMILES: [C:1]([Mg]Br)#[CH:2].[CH3:5][C:6](=[CH:9][CH2:10][CH:11]=[CH2:12])[CH:7]=[O:8]>O1CCCC1>[C:1]([CH:7]([OH:8])[C:6]([CH3:5])=[CH:9][CH2:10][CH:11]=[CH2:12])#[CH:2]. Procedure: To a solution of ethynyl magnesium bromide (prepared from 2.91 g of magnesium) in 100 ml of tetrahydrofuran, was added dropwise 11.0 g of 2-methyl-2,5-hexadienal at a temperature from 0° C to 10° C under cooling with ice-bath. The resulting reaction solution was stirred for 3 hours to complete the reaction and the same after-treatment as in the Reference Example 1 was then carried out to obtain 12.3 g of a colorless oily 1-ethynyl-2-methyl-2,5-hexadienyl alcohol, b.p. 60°-65° C/7 mmHg. Reactants: [NH4+].[Cl-] (NH4Cl), NC1=NC(=NC=C1F)OCC=1C=C(C#N)C=CC1 (3-(4-amino-5-fluoropyrimidin-2-yloxymethyl)-benzonitrile), C(CC)N=C=S (propylisothiocyanate), [Li+].C[Si](C)(C)[N-][Si](C)(C)C (LiHMDS). The solvent is CN(C)C=O (DMF). Conditions: time 8 hour. The product is C(#N)C=1C=C(COC2=NC=C(C(=N2)NC(=S)NCCC)F)C=CC1 (1-[2-(3-Cyanobenzyloxy)-5-fluoropyrimidin-4-yl]-3-propylthiourea). Isolated yield 51.4%. RXN SMILES: [NH2:1][C:2]1[C:7]([F:8])=[CH:6][N:5]=[C:4]([O:9][CH2:10][C:11]2[CH:12]=[C:13]([CH:16]=[CH:17][CH:18]=2)[C:14]#[N:15])[N:3]=1.[CH2:19]([N:22]=[C:23]=[S:24])[CH2:20][CH3:21].[Li+].C[Si]([N-][Si](C)(C)C)(C)C.[NH4+].[Cl-]>CN(C=O)C>[C:14]([C:13]1[CH:12]=[C:11]([CH:18]=[CH:17][CH:16]=1)[CH2:10][O:9][C:4]1[N:3]=[C:2]([NH:1][C:23]([NH:22][CH2:19][CH2:20][CH3:21])=[S:24])[C:7]([F:8])=[CH:6][N:5]=1)#[N:15] |f:2.3,4.5|. Reported procedure: To a magnetically stirred mixture of 3-(4-amino-5-fluoropyrimidin-2-yloxymethyl)-benzonitrile (0.075 g, 0.31 mmol) and propylisothiocyanate (0.047 mL, 0.46 mmol) in dry DMF (1.5 mL) was added LiHMDS (1.0 M in THF, 0.31 ml, 0.31 mmol). The vial was capped and reaction was stirred for 8 h. Saturated aq NH4Cl (3 ml) was added to the vial and the mixture was stirred for 4 h. The heterogeneous mixture was filtered and the solid was washed with hot water, washed with hexanes, and dried under vacuum to...